This data is from the Open Reaction Database (ORD), a public repository of structured organic reaction records. The task is: describe an organic reaction: reactants, conditions, products, and yield The reactants are CC(C)=CCBr, [Li]CCCC, C1CCOC1, O, CCOS(=O)(=O)Cc1ccccc1. Yields the product CCOS(=O)(=O)C(CC=C(C)C)c1ccccc1. Reaction SMILES: [Br:19][CH2:20][CH:21]=[C:22]([CH3:23])[CH3:24].[CH2:14]([Li:15])[CH2:16][CH2:17][CH3:18].[CH2:26]1[O:27][CH2:28][CH2:29][CH2:30]1.[OH2:25].[c:1]1([CH2:7][S:8](=[O:9])(=[O:10])[O:11][CH2:12][CH3:13])[cH:2][cH:3][cH:4][cH:5][cH:6]1>>[c:1]1([CH:7]([S:8](=[O:9])(=[O:10])[O:11][CH2:12][CH3:13])[CH2:20][CH:21]=[C:22]([CH3:23])[CH3:24])[cH:2][cH:3][cH:4][cH:5][cH:6]1.